Dataset: the Open Reaction Database (ORD), a public repository of structured organic reaction records. Task: describe an organic reaction: reactants, conditions, products, and yield Reactants: NCCCCOC1=CC=C(C=C1)C1C(CN(CC1)C(=O)OC(C)(C)C)OCC1=CC=C2CCC(N(C2=C1)CCCOC)=O (tert-butyl 4-[4-(4-aminobutoxy)phenyl]-3-[1-(3-methoxypropyl)-2-oxo-1,2,3,4-tetrahydroquinolin-7-ylmethoxy]piperidine-1-carboxylate), ClC1=NC=NC=C1OC (4-chloro-5-methoxypyrimidine), (±)-2,2′-bis(diphenylphosphine) 1,1′-binaphthyl, CC(C)([O-])C.[Na+] (sodium tert-butoxide). Run in [Cl-].[Na+].O (brine), C1(=CC=CC=C1)C (toluene). Run at temperature 90 celsius, time 20 hour. Product: COCCCN1C(CCC2=CC=C(C=C12)COC1CN(CCC1C1=CC=C(C=C1)OCCCCNC1=NC=NC=C1OC)C(=O)OC(C)(C)C)=O (tert-Butyl 3-[1-(3-methoxypropyl)-2-oxo-1,2,3,4-tetrahydroquinolin-7-ylmethoxy]-4-{4-[4-(5-methoxypyrimidin-4-ylamino)butoxy]phenyl}piperidine-1-carboxylate), SiO2. RXN SMILES: [NH2:1][CH2:2][CH2:3][CH2:4][CH2:5][O:6][C:7]1[CH:12]=[CH:11][C:10]([CH:13]2[CH2:18][CH2:17][N:16]([C:19]([O:21][C:22]([CH3:25])([CH3:24])[CH3:23])=[O:20])[CH2:15][CH:14]2[O:26][CH2:27][C:28]2[CH:37]=[C:36]3[C:31]([CH2:32][CH2:33][C:34](=[O:43])[N:35]3[CH2:38][CH2:39][CH2:40][O:41][CH3:42])=[CH:30][CH:29]=2)=[CH:9][CH:8]=1.Cl[C:45]1[C:50]([O:51][CH3:52])=[CH:49][N:48]=[CH:47][N:46]=1.CC(C)([O-])C.[Na+]>C1(C)C=CC=CC=1.[Cl-].[Na+].O>[CH3:42][O:41][CH2:40][CH2:39][CH2:38][N:35]1[C:36]2[C:31](=[CH:30][CH:29]=[C:28]([CH2:27][O:26][CH:14]3[CH:13]([C:10]4[CH:11]=[CH:12][C:7]([O:6][CH2:5][CH2:4][CH2:3][CH2:2][NH:1][C:45]5[C:50]([O:51][CH3:52])=[CH:49][N:48]=[CH:47][N:46]=5)=[CH:8][CH:9]=4)[CH2:18][CH2:17][N:16]([C:19]([O:21][C:22]([CH3:23])([CH3:25])[CH3:24])=[O:20])[CH2:15]3)[CH:37]=2)[CH2:32][CH2:33][C:34]1=[O:43] |f:2.3,5.6.7|. Procedure: The mixture of 0.200 g of tert-butyl 4-[4-(4-aminobutoxy)phenyl]-3-[1-(3-methoxypropyl)-2-oxo-1,2,3,4-tetrahydroquinolin-7-ylmethoxy]piperidine-1-carboxylate, 0.058 g of 4-chloro-5-methoxypyrimidine, 0.0064 g of (±)-2,2′-bis(diphenylphosphine)-1,1′-binaphthyl, 0.387 g of sodium tert-butoxide and 0.0028 g of dipalladiumtris(dibenzylidenacetone)-chloroform complex in 10 ml of toluene is stirred under argon at 90° C. over 20 hours. The reaction mixture is cooled, admixed with brine (20 ml) and extr... The product is O=C(c1ccccc1)N1CC=CC1. RXN SMILES: [Br-:26].[Br:12][CH2:13][CH:14]=[CH:15][CH2:16][Br:17].[CH3:19][c:20]1[cH:21][cH:22][cH:23][cH:24][cH:25]1.[CH3:27][CH2:28][CH2:29][CH2:30][N+:31]([CH2:32][CH2:33][CH2:34][CH3:35])([CH2:36][CH2:37][CH2:38][CH3:39])[CH2:40][CH2:41][CH2:42][CH3:43].[K+:11].[NH2:1][C:2](=[O:3])[c:4]1[cH:5][cH:6][cH:7][cH:8][cH:9]1.[OH-:10].[OH2:18]>>[N:1]1([C:2](=[O:3])[c:4]2[cH:5][cH:6][cH:7][cH:8][cH:9]2)[CH2:13][CH:14]=[CH:15][CH2:16]1. Reactants: [Br-], BrCC=CCBr, Cc1ccccc1, CCCC[N+](CCCC)(CCCC)CCCC, [K+], NC(=O)c1ccccc1, [OH-], O.